From a dataset of the Open Reaction Database (ORD), a public repository of structured organic reaction records. describe an organic reaction: reactants, conditions, products, and yield The reactants are ClC=1C=C(CN2C(C3=C(C(N4C(=C3CC2)C(N(CC(CC4)O)C)=O)=O)OC)=O)C=CC1F (11-(3-chloro-4-fluorobenzyl)-4-hydroxy-9-methoxy-2-methyl-3,4,5,6,12,13-hexahydro-2H[1,4]diazocino[2,1-a]-2,6-naphthyridine-1,8,10(11H)-trione), ( 4A ), C[N+]1(CCOCC1)[O-] (N-methylmorpholine N-oxide). Reagents/catalysts: [Ru+3].C(CC)[N+](CCC)(CCC)CCC (tetra-n-propylammonium ruthenium). The solvent is ClCCl (dichloromethane). Conditions: time 2 hour. Yields the product ClC=1C=C(CN2C(C3=C(C(N4C(=C3CC2)C(N(CC(CC4)=O)C)=O)=O)OC)=O)C=CC1F (11-(3-Chloro-4-fluorobenzyl)-9-methoxy-2-methyl-5,6,12,13-tetrahydro-2H[1,4]diazocino[2,1-a]-2,6-naphthyridine-1,4,8,10(3H, 11H)-tetrone). RXN SMILES: [Cl:1][C:2]1[CH:3]=[C:4]([CH:29]=[CH:30][C:31]=1[F:32])[CH2:5][N:6]1[CH2:15][CH2:14][C:13]2[C:8](=[C:9]([O:26][CH3:27])[C:10](=[O:25])[N:11]3[CH2:21][CH2:20][CH:19]([OH:22])[CH2:18][N:17]([CH3:23])[C:16](=[O:24])[C:12]3=2)[C:7]1=[O:28].C[N+]1([O-])CCOCC1>ClCCl.[Ru+3].C([N+](CCC)(CCC)CCC)CC>[Cl:1][C:2]1[CH:3]=[C:4]([CH:29]=[CH:30][C:31]=1[F:32])[CH2:5][N:6]1[CH2:15][CH2:14][C:13]2[C:8](=[C:9]([O:26][CH3:27])[C:10](=[O:25])[N:11]3[CH2:21][CH2:20][C:19](=[O:22])[CH2:18][N:17]([CH3:23])[C:16](=[O:24])[C:12]3=2)[C:7]1=[O:28] |f:3.4|. Procedure: A mixture of 11-(3-chloro-4-fluorobenzyl)-4-hydroxy-9-methoxy-2-methyl-3,4,5,6,12,13-hexahydro-2H[1,4]diazocino[2,1-a]-2,6-naphthyridine-1,8,10(11H)-trione (50 mg, 0.11 mmol), molecular sieves (4A), N-methylmorpholine N-oxide (19 mg, 0.16 mmol), and tetra-n-propylammonium ruthenium tetroxide in dichloromethane was stirred at room temperature for two hrs. The mixture was filtered, and the filtrate concentrated under vacuum. The residue was subjected to column chromatography on silica gel eluting ... Reactants: CCO, Nc1ccc(Oc2ncncc2C2=CCOCC2)cc1, [OH-], [OH-], [Pd+2]. The product is Nc1ccc(Oc2ncncc2C2CCOCC2)cc1. RXN SMILES: [CH3:24][CH2:25][OH:26].[O:1]1[CH2:2][CH2:3][C:4]([c:7]2[c:8]([O:13][c:14]3[cH:15][cH:16][c:17]([NH2:18])[cH:19][cH:20]3)[n:9][cH:10][n:11][cH:12]2)=[CH:5][CH2:6]1.[OH-:21].[OH-:23].[Pd+2:22]>>[O:1]1[CH2:2][CH2:3][CH:4]([c:7]2[c:8]([O:13][c:14]3[cH:15][cH:16][c:17]([NH2:18])[cH:19][cH:20]3)[n:9][cH:10][n:11][cH:12]2)[CH2:5][CH2:6]1. The reactants are CC#N, CCO, Cl, CCOCc1nc2c(N)nc3ccccc3c2n1CC1(OCCS(C)(=O)=O)CCN(C(=O)OC(C)(C)C)CC1. Product: CCOCc1nc2c(N)nc3ccccc3c2n1CC1(OCCS(C)(=O)=O)CCNCC1. RXN SMILES: [CH3:41][C:42]#[N:43].[CH3:44][CH2:45][OH:46].[ClH:1].[NH2:2][c:3]1[n:4][c:5]2[cH:6][cH:7][cH:8][cH:9][c:10]2[c:11]2[c:12]1[n:13][c:14]([CH2:37][O:38][CH2:39][CH3:40])[n:15]2[CH2:16][C:17]1([O:30][CH2:31][CH2:32][S:33](=[O:34])(=[O:35])[CH3:36])[CH2:18][CH2:19][N:20]([C:23]([O:24][C:25]([CH3:26])([CH3:27])[CH3:28])=[O:29])[CH2:21][CH2:22]1>>[NH2:2][c:3]1[n:4][c:5]2[cH:6][cH:7][cH:8][cH:9][c:10]2[c:11]2[c:12]1[n:13][c:14]([CH2:37][O:38][CH2:39][CH3:40])[n:15]2[CH2:16][C:17]1([O:30][CH2:31][CH2:32][S:33](=[O:34])(=[O:35])[CH3:36])[CH2:18][CH2:19][NH:20][CH2:21][CH2:22]1. Reactants: Clc1ccc(Br)cc1, Cc1c(C)c(N2CCNCC2)c(C)c2c1OC(C)(C)C2. Yields the product Cc1c(C)c(N2CCN(c3ccc(Cl)cc3)CC2)c(C)c2c1OC(C)(C)C2. Reaction SMILES: [Br:21][c:22]1[cH:23][cH:24][c:25]([Cl:28])[cH:26][cH:27]1.[CH3:1][C:2]1([CH3:20])[O:3][c:4]2[c:5]([c:7]([CH3:19])[c:8]([N:13]3[CH2:14][CH2:15][NH:16][CH2:17][CH2:18]3)[c:9]([CH3:12])[c:10]2[CH3:11])[CH2:6]1>>[CH3:1][C:2]1([CH3:20])[O:3][c:4]2[c:5]([c:7]([CH3:19])[c:8]([N:13]3[CH2:14][CH2:15][N:16]([c:22]4[cH:23][cH:24][c:25]([Cl:28])[cH:26][cH:27]4)[CH2:17][CH2:18]3)[c:9]([CH3:12])[c:10]2[CH3:11])[CH2:6]1. Reactants: BrC=1C=NC=2N(C1)N=C(C2)C(=O)O (6-bromo-pyrazolo[1,5-a]pyrimidine-2-carboxylic acid), CC1NCC2=CC=CC=C2C1 (3-Methyl-1,2,3,4-tetrahydro-isoquinoline). The product is BrC=1C=NC=2N(C1)N=C(C2)C(=O)N2CC1=CC=CC=C1C[C@H]2C ((6-Bromo-pyrazolo[1,5-a]pyrimidin-2-yl)-((R)-3-methyl-3,4-dihydro-1H-isoquinolin-2-yl)-methanone). Reaction SMILES: [Br:1][C:2]1[CH:3]=[N:4][C:5]2[N:6]([N:8]=[C:9]([C:11]([OH:13])=O)[CH:10]=2)[CH:7]=1.[CH3:14][CH:15]1[CH2:24][C:23]2[C:18](=[CH:19][CH:20]=[CH:21][CH:22]=2)[CH2:17][NH:16]1>>[Br:1][C:2]1[CH:3]=[N:4][C:5]2[N:6]([N:8]=[C:9]([C:11]([N:16]3[C@H:15]([CH3:14])[CH2:24][C:23]4[C:18](=[CH:19][CH:20]=[CH:21][CH:22]=4)[CH2:17]3)=[O:13])[CH:10]=2)[CH:7]=1. Reported procedure: In close analogy to the procedure described in Example 1, 6-bromo-pyrazolo[1,5-a]pyrimidine-2-carboxylic acid is reacted with 3-Methyl-1,2,3,4-tetrahydro-isoquinoline to provide the title compound in moderate yield.